The task is: describe an organic reaction: reactants, conditions, products, and yield. This data is from the Open Reaction Database (ORD), a public repository of structured organic reaction records. Reactants: [Br-], C#CCO, CCCC[N+](CCCC)(CCCC)CCCC, CCCCCC, ClCc1ccccc1, [Na+], [OH-], O. Product: C#CCOCc1ccccc1. RXN SMILES: [Br-:16].[CH2:4]([C:5]#[CH:6])[OH:7].[CH3:17][CH2:18][CH2:19][CH2:20][N+:21]([CH2:22][CH2:23][CH2:24][CH3:25])([CH2:26][CH2:27][CH2:28][CH3:29])[CH2:30][CH2:31][CH2:32][CH3:33].[CH3:34][CH2:35][CH2:36][CH2:37][CH2:38][CH3:39].[Cl:8][CH2:9][c:10]1[cH:11][cH:12][cH:13][cH:14][cH:15]1.[Na+:3].[OH-:2].[OH2:1]>>[CH2:4]([C:5]#[CH:6])[O:7][CH2:9][c:10]1[cH:11][cH:12][cH:13][cH:14][cH:15]1.